This data is from the Open Reaction Database (ORD), a public repository of structured organic reaction records. The task is: describe an organic reaction: reactants, conditions, products, and yield As a reaction SMILES: [CH3:1][O:2][C:3]1[C:8]([O:9]COC)=[CH:7][C:6]([O:13][CH3:14])=[C:5]([O:15]COC)[C:4]=1[CH2:19][CH2:20][CH2:21][O:22][CH2:23][CH2:24][C:25]1[C:30]([O:31][CH2:32]OC)=[C:29]([O:35]C)[CH:28]=[C:27]([O:37][CH2:38]OC)[C:26]=1[O:41]C.Cl.C(=O)([O-])O.[Na+].O=O>O1CCCC1.C(O)(C)C.CO.ClCCl>[CH3:1][O:2][C:3]1[C:8](=[O:9])[CH:7]=[C:6]([O:13][CH3:14])[C:5](=[O:15])[C:4]=1[CH2:19][CH2:20][CH2:21][O:22][CH2:23][CH2:24][C:25]1[C:26](=[O:41])[C:27]([O:37][CH3:38])=[CH:28][C:29](=[O:35])[C:30]=1[O:31][CH3:32] |f:2.3|. Reactants: C(O)([O-])=O.[Na+] (sodium hydrogen carbonate), O=O (oxygen), COC1=C(C(=C(C=C1OCOC)OC)OCOC)CCCOCCC1=C(C(=CC(=C1OCOC)OC)OCOC)OC (2-[2,5-dimethoxy-3,6-bis(methoxymethoxy)phenyl]ethyl 3-[2,5-dimethoxy-3,6bis(methoxymethoxy)phenyl]propyl ether), solution, Cl (hydrogen chloride). Reaction conditions: time 14 hour. Procedure: 484 Milligrams of 2-[2,5-dimethoxy-3,6-bis(methoxymethoxy)phenyl]ethyl 3-[2,5-dimethoxy-3,6bis(methoxymethoxy)phenyl]propyl ether was dissolved in a mixed solvent of 5 ml of tetrahydrofuran with 5 ml of isopropanol, to this solution was added 1.0 ml of solution prepared by dissolving 10% (by weight) of hydrogen chloride in a mixture of tetrahydrofuran with isopropanol (1:1), and the whole mixture was stirred at room temperature for 14 hours. The reaction mixture was concentrated, and benzene was... Solvent: O1CCCC1 (tetrahydrofuran), C(C)(C)O (isopropanol), O1CCCC1 (tetrahydrofuran), C(C)(C)O (isopropanol), ClCCl (dichloromethane), CO (methanol). Product: COC1=C(C(C(=CC1=O)OC)=O)CCCOCCC=1C(C(=CC(C1OC)=O)OC)=O (2-(3,6-dimethoxy1,4-benzoquinon-2-yl)ethyl 3-(3,6-dimethoxy-1,4-benzoquinon2-yl)propyl ether). Starting materials: CC(C)C(=O)Nc1cccc(C2CCN(CCCN)CC2)c1, O=C(Cl)C(c1ccccc1)c1ccccc1. Product: CC(C)C(=O)Nc1cccc(C2CCN(CCCNC(=O)C(c3ccccc3)c3ccccc3)CC2)c1. Reaction SMILES: [NH2:1][CH2:2][CH2:3][CH2:4][N:5]1[CH2:6][CH2:7][CH:8]([c:11]2[cH:12][c:13]([NH:17][C:18]([CH:19]([CH3:20])[CH3:21])=[O:22])[cH:14][cH:15][cH:16]2)[CH2:9][CH2:10]1.[c:23]1([CH:29]([C:30](=[O:31])[Cl:32])[c:33]2[cH:34][cH:35][cH:36][cH:37][cH:38]2)[cH:24][cH:25][cH:26][cH:27][cH:28]1>>[NH:1]([CH2:2][CH2:3][CH2:4][N:5]1[CH2:6][CH2:7][CH:8]([c:11]2[cH:12][c:13]([NH:17][C:18]([CH:19]([CH3:20])[CH3:21])=[O:22])[cH:14][cH:15][cH:16]2)[CH2:9][CH2:10]1)[C:30]([CH:29]([c:23]1[cH:24][cH:25][cH:26][cH:27][cH:28]1)[c:33]1[cH:34][cH:35][cH:36][cH:37][cH:38]1)=[O:31]. The reactants are CCc1cc(NC(=O)NC2CCC3CN(C(c4ccccc4)(c4ccccc4)c4ccccc4)CC32)cc(-c2nnnn2C)c1, O, O=C(O)C(F)(F)F. Yields the product CCc1cc(NC(=O)NC2CCC3CNCC32)cc(-c2nnnn2C)c1. RXN SMILES: [CH2:1]([CH3:2])[c:3]1[cH:4][c:5]([NH:15][C:16](=[O:17])[NH:18][CH:19]2[CH2:20][CH2:21][CH:22]3[CH2:23][N:24]([C:27]([c:28]4[cH:29][cH:30][cH:31][cH:32][cH:33]4)([c:34]4[cH:35][cH:36][cH:37][cH:38][cH:39]4)[c:40]4[cH:41][cH:42][cH:43][cH:44][cH:45]4)[CH2:25][CH:26]23)[cH:6][c:7](-[c:9]2[n:10][n:11][n:12][n:13]2[CH3:14])[cH:8]1.[OH2:46].[OH:47][C:48]([C:49]([F:50])([F:51])[F:52])=[O:53]>>[CH2:1]([CH3:2])[c:3]1[cH:4][c:5]([NH:15][C:16](=[O:17])[NH:18][CH:19]2[CH2:20][CH2:21][CH:22]3[CH2:23][NH:24][CH2:25][CH:26]23)[cH:6][c:7](-[c:9]2[n:10][n:11][n:12][n:13]2[CH3:14])[cH:8]1.